This data is from the Open Reaction Database (ORD), a public repository of structured organic reaction records. The task is: describe an organic reaction: reactants, conditions, products, and yield Starting materials: Cc1ccccc1, c1ccc(-c2ccccc2P(C2CCCCC2)C2CCCCC2)cc1, C=C(CCO)c1cccc(Cl)c1, OB(O)c1ccc(OC(F)(F)F)cc1, [K+], [K+], [K+], CC(=O)[O-], CC(=O)[O-], O=P([O-])([O-])[O-], [Pd+2]. Product: C=C(CCO)c1cccc(-c2ccc(OC(F)(F)F)cc2)c1. RXN SMILES: [CH3:69][c:70]1[cH:71][cH:72][cH:73][cH:74][cH:75]1.[CH:35]1([P:36]([CH:37]2[CH2:38][CH2:39][CH2:40][CH2:41][CH2:42]2)[c:43]2[cH:44][cH:45][cH:46][cH:47][c:48]2-[c:49]2[cH:50][cH:51][cH:52][cH:53][cH:54]2)[CH2:55][CH2:56][CH2:57][CH2:58][CH2:59]1.[Cl:1][c:2]1[cH:3][c:4]([C:8]([CH2:9][CH2:10][OH:11])=[CH2:12])[cH:5][cH:6][cH:7]1.[F:13][C:14]([O:15][c:16]1[cH:17][cH:18][c:19]([B:22]([OH:23])[OH:24])[cH:20][cH:21]1)([F:25])[F:26].[K+:32].[K+:33].[K+:34].[O-:61][C:62]([CH3:63])=[O:64].[O-:65][C:66]([CH3:67])=[O:68].[P:27]([O-:28])([O-:29])([O-:30])=[O:31].[Pd+2:60]>>[c:2]1(-[c:19]2[cH:18][cH:17][c:16]([O:15][C:14]([F:13])([F:25])[F:26])[cH:21][cH:20]2)[cH:3][c:4]([C:8]([CH2:9][CH2:10][OH:11])=[CH2:12])[cH:5][cH:6][cH:7]1. Starting materials: CNCC[C@@H](C=1SC=CC1)O ((S)—N-methyl-3-hydroxy-3-(2-thienyl)-1-propanamine), C1=CC=CC2=CC=CC=C12 (naphthalene). The product is CNCC[C@@H](C=1SC=CC1)OC1=CC=CC2=CC=CC=C12 ((3S)—N-methyl-3-naphthalen-1-yloxy-3-thiophen-2-yl-propan-1-amine). As a reaction SMILES: [CH3:1][NH:2][CH2:3][CH2:4][C@H:5]([OH:11])[C:6]1[S:7][CH:8]=[CH:9][CH:10]=1.[CH:12]1[C:21]2[C:16](=[CH:17][CH:18]=[CH:19][CH:20]=2)[CH:15]=[CH:14][CH:13]=1>>[CH3:1][NH:2][CH2:3][CH2:4][C@H:5]([O:11][C:20]1[C:21]2[C:16](=[CH:15][CH:14]=[CH:13][CH:12]=2)[CH:17]=[CH:18][CH:19]=1)[C:6]1[S:7][CH:8]=[CH:9][CH:10]=1. Procedure details: contacting the (S)—N-methyl-3-hydroxy-3-(2-thienyl)-1-propanamine with an activated naphthalene in a reaction mixture under conditions sufficient to produce (3S)—N-methyl-3-naphthalen-1-yloxy-3-thiophen-2-yl-propan-1-amine (Duloxetine) having the structure of formula (VIII); and (e) recovering the (3S)—N-methyl-3-naphthalen-1-yloxy-3-thiophen-2-yl-propan-1-amine from the reaction mixture. Starting materials: FC(C(=O)O)(F)F.C(C)OC(=O)[C@@H]1NCC=C1 ((R)-2,5-dihydro-1H-pyrrole-2-carboxylic acid ethyl ester trifluoroacetate), C1(=C(C=CC=C1)OCC(=O)O)OCC(=O)O (1,2-phenylenedioxy-diacetic acid), CN1CCOCC1 (N-methylmorpholine), O.ON1N=NC2=C1C=CC=C2 (1-hydroxybenzotriazole hydrate), Cl.CN(CCCN=C=NCC)C (1-(3-dimethylaminopropyl)-3-ethylcarbodiimid hydrochloride). The solvent is ClCCl (dichloromethane). Run at time 18 hour. The product is C(C)OC(=O)C1(NCC=C1)C(COC1=C(C=CC=C1)OCC(=O)N1[C@H](C=CC1)C(=O)CC)=O ([2-[2-[(R)-2-ethylcarbonyl-2,5-dihydropyrrole- 1-yl]-2-oxo-ethoxyl]-phenoxylacetyl]-2,5-dihydropyrrole-2-carboxylic acid ethyl ester). Reaction SMILES: F[C:2](F)(F)[C:3]([OH:5])=O.[CH2:8]([O:10][C:11]([C@H:13]1[CH:17]=[CH:16][CH2:15][NH:14]1)=[O:12])[CH3:9].[C:18]1([O:29][CH2:30][C:31]([OH:33])=O)[CH:23]=[CH:22][CH:21]=[CH:20][C:19]=1[O:24][CH2:25][C:26]([OH:28])=O.C[N:35]1[CH2:40][CH2:39]O[CH2:37][CH2:36]1.O.ON1C2C=CC=C[C:46]=2N=N1.Cl.CN(C)CCCN=C=NCC>ClCCl>[CH2:8]([O:10][C:11]([C:13]1([C:26](=[O:28])[CH2:25][O:24][C:19]2[CH:20]=[CH:21][CH:22]=[CH:23][C:18]=2[O:29][CH2:30][C:31]([N:35]2[CH2:40][CH:39]=[CH:37][C@@H:36]2[C:3]([CH2:2][CH3:46])=[O:5])=[O:33])[CH:17]=[CH:16][CH2:15][NH:14]1)=[O:12])[CH3:9] |f:0.1,4.5,6.7|. Reported procedure: To a mixture of 0.99 g (0.003 mol) (R)-2,5-dihydro-1H-pyrrole-2-carboxylic acid ethyl ester trifluoroacetate (1:1), 0.34 g (0.0015 mol) 1,2-phenylenedioxy-diacetic acid, 1.3 ml (0.012 mol) N-methylmorpholine, and 0.46 g (0.003 mol) 1-hydroxybenzotriazole hydrate in 80 ml dichloromethane were added 0.57 g (0.003 mol) 1-(3-dimethylaminopropyl)-3-ethylcarbodiimid hydrochloride. After stirring at room temperature for 18 hours the mixture was extracted with 1 N HCl, water, 10% aqueous sodium bicarbon...